This data is from the Open Reaction Database (ORD), a public repository of structured organic reaction records. The task is: describe an organic reaction: reactants, conditions, products, and yield The reactants are C(C)C=1C(=C(C(NC1C=1C=C2CCCN(C2=CC1)C)=O)C(=O)OC)O (methyl 5-ethyl-4-hydroxy-6-(1-methyl-1,2,3,4-tetrahydroquinolin-6-yl)-2-oxo-1,2-dihydropyridine-3-carboxylate), [I-].[Li+] (lithium iodide). Run in CCOC(=O)C (EtOAc), CCOC(=O)C (EtOAc). Run at temperature 65 celsius, time 1 hour. Product: C(C)C=1C(=C(C(NC1C=1C=C2CCCN(C2=CC1)C)=O)C(=O)O)O (5-ethyl-4-hydroxy-6-(1-methyl-1,2,3,4-tetrahydroquinolin-6-yl)-2-oxo-1,2-dihydropyridine-3-carboxylic acid). Isolated yield 61.0%. As a reaction SMILES: [CH2:1]([C:3]1[C:4]([OH:25])=[C:5]([C:21]([O:23]C)=[O:22])[C:6](=[O:20])[NH:7][C:8]=1[C:9]1[CH:10]=[C:11]2[C:16](=[CH:17][CH:18]=1)[N:15]([CH3:19])[CH2:14][CH2:13][CH2:12]2)[CH3:2].[I-].[Li+]>CCOC(C)=O>[CH2:1]([C:3]1[C:4]([OH:25])=[C:5]([C:21]([OH:23])=[O:22])[C:6](=[O:20])[NH:7][C:8]=1[C:9]1[CH:10]=[C:11]2[C:16](=[CH:17][CH:18]=1)[N:15]([CH3:19])[CH2:14][CH2:13][CH2:12]2)[CH3:2] |f:1.2|. Procedure: To a suspension of methyl 5-ethyl-4-hydroxy-6-(1-methyl-1,2,3,4-tetrahydroquinolin-6-yl)-2-oxo-1,2-dihydropyridine-3-carboxylate (34 mg, 0.1 mmol) in EtOAc (1 mL) was added lithium iodide (40 mg, ca. 0.3 mmol, 3.0 eq) at room temperature. The mixture was heated to 65° C. and stirred for 1 h. The reaction mixture was diluted by EtOAc (2 mL) then quenched with 1N HCl (0.5 mL). The precipitate was collected by filtration then washed with Et2O to afford the title compound as a yellow solid (20 mg, 0...